From a dataset of the Open Reaction Database (ORD), a public repository of structured organic reaction records. describe an organic reaction: reactants, conditions, products, and yield Reactants: COC=1C=C(C=C(C1)OC)O (3,5-dimethoxyphenol), BrCC(=O)C1=CC=C(C#N)C=C1 (4-(2-bromoacetyl)benzonitrile). Product: COC1=CC(=CC2=C1C=C(O2)C2=CC=C(C#N)C=C2)OC (4-(4,6-dimethoxy-1-benzofuran-2-yl)benzonitrile). The yield is 24.0%. Reaction SMILES: [CH3:1][O:2][C:3]1[CH:4]=[C:5](O)[CH:6]=[C:7]([O:9][CH3:10])[CH:8]=1.Br[CH2:13][C:14]([C:16]1[CH:23]=[CH:22][C:19]([C:20]#[N:21])=[CH:18][CH:17]=1)=[O:15]>>[CH3:1][O:2][C:3]1[C:4]2[CH:13]=[C:14]([C:16]3[CH:23]=[CH:22][C:19]([C:20]#[N:21])=[CH:18][CH:17]=3)[O:15][C:5]=2[CH:6]=[C:7]([O:9][CH3:10])[CH:8]=1. Procedure: This compound was prepared using Method A from 3,5-dimethoxyphenol and 4-(2-bromoacetyl)benzonitrile: Yield 24% following procedure A.2; m.p. 220-221° C.; IR 3042, 2955, 2223, 1600, 1507, 1217, 1145, 1104 cm−1; 1H-NMR (500 MHz, δ ppm, CDCl3) 7.84 (d, J=8.2 Hz, 2H), 7.67 (d, J=8.3 Hz, 2H), 7.18 (s, 1H), 6.68 (s, 1H), 6.34 (s, 1H), 3.92 (s, 3H), 3.87 (s, 3H); 13C-NMR (126 MHz, δ ppm, CDCl3) 160.5, 157.4, 154.2, 151.6, 134.9, 132.8, 124.5, 119.1, 113.4, 110.8, 102.4, 94.9, 88.4, 56.1, 55.9. Reactants: C1(CC1)CCN (2-Cyclopropylethanamine), CC(CC)NCCC(=O)NC (3-(butan-2-ylamino)-N-methyl-propanamide). The product is C1(CC1)CNCCC(=O)NC (3-(cyclopropylmethylamino)-N-methyl-propanamide). Reaction SMILES: [CH:1]1([CH2:4]CN)C[CH2:2]1.C[CH:8]([NH:11][CH2:12][CH2:13][C:14]([NH:16][CH3:17])=[O:15])CC>>[CH:1]1([CH2:8][NH:11][CH2:12][CH2:13][C:14]([NH:16][CH3:17])=[O:15])[CH2:4][CH2:2]1. Procedure: Using 2-Cyclopropylethanamine—Aldrich and analogous conditions to Intermediate 89 the title compound was obtained as a pale yellow oil (590 mg) Starting materials: C1CCOC1, CN1CCCC1, CCOC(C)=O, C=C(C)OC(=O)Cl, ClCCl, Nc1cncc(C(F)(F)F)c1, O. The product is C=C(C)OC(=O)Nc1cncc(C(F)(F)F)c1. As a reaction SMILES: [CH2:31]1[O:32][CH2:33][CH2:34][CH2:35]1.[CH3:12][N:13]1[CH2:14][CH2:15][CH2:16][CH2:17]1.[CH3:25][CH2:26][O:27][C:28]([CH3:29])=[O:30].[Cl:18][C:19](=[O:20])[O:21][C:22](=[CH2:23])[CH3:24].[Cl:36][CH2:37][Cl:38].[F:1][C:2]([c:3]1[cH:4][c:5]([NH2:9])[cH:6][n:7][cH:8]1)([F:10])[F:11].[OH2:39]>>[F:1][C:2]([c:3]1[cH:4][c:5]([NH:9][C:19](=[O:20])[O:21][C:22](=[CH2:23])[CH3:24])[cH:6][n:7][cH:8]1)([F:10])[F:11]. Reactants: Cc1ccccc1O, CN(C)C=O, CCOC(C)=O, [Cl-], COC(=O)C(=NOCF)c1ccccc1CBr, [H-], NC(N)=S, [Na+], [Na+]. The product is COC(=O)C(=NOCF)c1ccccc1COc1ccccc1C. Reaction SMILES: [CH3:1][c:2]1[cH:3][cH:4][cH:5][cH:6][c:7]1[OH:8].[CH3:34][N:35]([CH3:36])[CH:37]=[O:38].[CH3:39][CH2:40][O:41][C:42](=[O:43])[CH3:44].[Cl-:33].[F:11][CH2:12][O:13][N:14]=[C:15]([C:16](=[O:17])[O:18][CH3:19])[c:20]1[c:21]([CH2:26][Br:27])[cH:22][cH:23][cH:24][cH:25]1.[H-:9].[NH2:28][C:29](=[S:30])[NH2:31].[Na+:10].[Na+:32]>>[CH3:1][c:2]1[cH:3][cH:4][cH:5][cH:6][c:7]1[O:8][CH2:26][c:21]1[c:20]([C:15](=[N:14][O:13][CH2:12][F:11])[C:16](=[O:17])[O:18][CH3:19])[cH:25][cH:24][cH:23][cH:22]1. Reactants: C1(CCC1)C(=O)Cl (cyclobutanecarbonyl chloride), Cl.ClC=1C=C2C(=NC1)NC=C2C2=NC=C(C(=N2)N[C@@H]2CNCCC2)F ((S)-2-(5-chloro-1H-pyrrolo[2,3-b]pyridin-3-yl)-5-fluoro-N-(piperidin-3-yl)pyrimidin-4-amine hydrochloride), ClC=1C=C2C(=NC1)NC=C2C2=NC=C(C(=N2)N[C@@H]2CNCCC2)F ((S)-2-(5-chloro-1H-pyrrolo[2,3-b]pyridin-3-yl)-5-fluoro-N-(piperidin-3-yl)pyrimidin-4-amine), C(C)(C)N(CC)C(C)C (N,N-diisopropyl-N-ethylamine). The solvent is C(Cl)Cl (CH2Cl2), CN(C)C=O (DMF). Conditions: time 17 hour. The product is ClC=1C=C2C(=NC1)NC=C2C2=NC=C(C(=N2)N[C@@H]2CN(CCC2)C(=O)C2CCC2)F ((S)-(3-(2-(5-chloro-1H-pyrrolo[2,3-b]pyridin-3-yl)-5-fluoropyrimidin-4-ylamino)piperidin-1-yl)(cyclobutyl)methanone). Reaction SMILES: Cl.[Cl:2][C:3]1[CH:4]=[C:5]2[C:11]([C:12]3[N:17]=[C:16]([NH:18][C@H:19]4[CH2:24][CH2:23][CH2:22][NH:21][CH2:20]4)[C:15]([F:25])=[CH:14][N:13]=3)=[CH:10][NH:9][C:6]2=[N:7][CH:8]=1.ClC1C=C2C(C3N=C(N[C@H]4CCCNC4)C(F)=CN=3)=CNC2=NC=1.C(N(C(C)C)CC)(C)C.[CH:59]1([C:63](Cl)=[O:64])[CH2:62][CH2:61][CH2:60]1>C(Cl)Cl.CN(C=O)C>[Cl:2][C:3]1[CH:4]=[C:5]2[C:11]([C:12]3[N:17]=[C:16]([NH:18][C@H:19]4[CH2:24][CH2:23][CH2:22][N:21]([C:63]([CH:59]5[CH2:62][CH2:61][CH2:60]5)=[O:64])[CH2:20]4)[C:15]([F:25])=[CH:14][N:13]=3)=[CH:10][NH:9][C:6]2=[N:7][CH:8]=1 |f:0.1|. Procedure details: To a solution of (S)-2-(5-chloro-1H-pyrrolo[2,3-b]pyridin-3-yl)-5-fluoro-N-(piperidin-3-yl)pyrimidin-4-amine hydrochloride, 5b, (0.04 g, 0.11 mmol) in CH2Cl2 (1.40 mL) and DMF (300μ was added N,N-diisopropyl-N-ethylamine (0.30 mL, 1.70 mmol) followed by cyclobutanecarbonyl chloride (0.01 g. 0.12 mmol). The reaction mixture was allowed to stir at room temperature for 17 hours. The mixture was concentrated in vacuo, dissolved in 1 mL of DMSO and purified by preparatory HPLC (0.1% ammonium formate-... The reactants are BrC=1C(=C2C(=NC1)NC(=C2)I)NC=2C=C1C=NNC1=CC2 ((5-bromo-2-iodo-1H-pyrrolo[2,3-b]pyridin-4-yl)-(1H-indazol-5-yl)-amine), C([O-])([O-])=O.[K+].[K+] (potassium carbonate), tetrakistriphenylphosphine palladium, C(C)(C)(C)OC(=O)N1CCC(=CC1)B1OC(C(O1)(C)C)(C)C (4-(4,4,5,5-tetramethyl-[1,3,2]dioxaborolan-2-yl)-3,6-dihydro-2H-pyridine-1-carboxylic acid tert-butyl ester). Yields the product C(C)(C)(C)OC(=O)N1CCC(=CC1)C1=CC=2C(=NC=C(C2NC=2C=C3C=NNC3=CC2)Br)N1 (4-[5-Bromo-4-(1H-indazol-5-ylamino)-1H-pyrrolo[2,3-b]pyridin-2-yl]-3,6-dihydro-2H-pyridine-1-carboxylic acid tert-butyl ester). RXN SMILES: [Br:1][C:2]1[C:3]([NH:12][C:13]2[CH:14]=[C:15]3[C:19](=[CH:20][CH:21]=2)[NH:18][N:17]=[CH:16]3)=[C:4]2[CH:10]=[C:9](I)[NH:8][C:5]2=[N:6][CH:7]=1.C(=O)([O-])[O-].[K+].[K+].[C:28]([O:32][C:33]([N:35]1[CH2:40][CH:39]=[C:38](B2OC(C)(C)C(C)(C)O2)[CH2:37][CH2:36]1)=[O:34])([CH3:31])([CH3:30])[CH3:29]>>[C:28]([O:32][C:33]([N:35]1[CH2:36][CH:37]=[C:38]([C:9]2[NH:8][C:5]3=[N:6][CH:7]=[C:2]([Br:1])[C:3]([NH:12][C:13]4[CH:14]=[C:15]5[C:19](=[CH:20][CH:21]=4)[NH:18][N:17]=[CH:16]5)=[C:4]3[CH:10]=2)[CH2:39][CH2:40]1)=[O:34])([CH3:31])([CH3:29])[CH3:30] |f:1.2.3|. Procedure: To a mixture of (5-bromo-2-iodo-1H-pyrrolo[2,3-b]pyridin-4-yl)-(1H-indazol-5-yl)-amine (25 mg, 0.069 mmol), potassium carbonate (19 mg, 0.14 mmol), tetrakistriphenylphosphine palladium (10 mg, 0.014 mmol) and 4-(4,4,5,5-tetramethyl-[1,3,2]dioxaborolan-2-yl)-3,6-dihydro-2H-pyridine-1-carboxylic acid tert-butyl ester (21.6 mg, 0.069 mmol) was added degassed DMF (3 mL) and water (0.75 mL) and the mixture was heated to reflux for 5 h. Water was added to the reaction and filtered. The precipitate was... Reactants: COC(=O)CCC1(C(=O)OC(C)(C)C)CC(=O)N(C(C)c2ccccc2)C1, CCc1ccccc1, CCCCCCC, CC(C)[N-]C(C)C, Cl, [Li+], C1CCOC1, C1CCOC1. The product is CC(c1ccccc1)N1CC2(C(=O)OC(C)(C)C)CCC(=O)C2C1=O. As a reaction SMILES: [C:1]([CH3:2])([CH3:3])([CH3:4])[O:5][C:6](=[O:7])[C:8]1([CH2:22][CH2:23][C:24](=[O:25])[O:26][CH3:27])[CH2:9][N:10]([CH:14]([CH3:15])[c:16]2[cH:17][cH:18][cH:19][cH:20][cH:21]2)[C:11](=[O:13])[CH2:12]1.[CH2:28]([c:29]1[cH:30][cH:31][cH:32][cH:33][cH:34]1)[CH3:35].[CH3:41][CH2:42][CH2:43][CH2:44][CH2:45][CH2:46][CH3:47].[CH:48]([N-:49][CH:50]([CH3:51])[CH3:52])([CH3:53])[CH3:54].[ClH:56].[Li+:55].[O:36]1[CH2:37][CH2:38][CH2:39][CH2:40]1.[O:57]1[CH2:58][CH2:59][CH2:60][CH2:61]1>>[C:1]([CH3:2])([CH3:3])([CH3:4])[O:5][C:6](=[O:7])[C:8]12[CH2:9][N:10]([CH:14]([CH3:15])[c:16]3[cH:17][cH:18][cH:19][cH:20][cH:21]3)[C:11](=[O:13])[CH:12]1[C:24](=[O:25])[CH2:23][CH2:22]2. Reported procedure: Using the procedure described in Example 102, Part A, 2-aminothiazole-5-carboxylic acid (1.0 mmol) and N1-(4-tert-butylbenzoyl)-1,2-benzenediamine (1.5 mmol) yielded 50 mg (13%) of the title compound. Yields the product NC=1SC(=CN1)C(=O)NC=1C(=CC=CC1)NC(C1=CC=C(C=C1)C(C)(C)C)=O (N1-(2-Aminothiazol-5-ylcarbonyl)-N2-(4-tert-butylbenzoyl)-1,2-benzenediamine). Reaction SMILES: [NH2:1][C:2]1[S:3][C:4]([C:7]([OH:9])=O)=[CH:5][N:6]=1.[C:10]([C:14]1[CH:29]=[CH:28][C:17]([C:18]([NH:20][C:21]2[C:22]([NH2:27])=[CH:23][CH:24]=[CH:25][CH:26]=2)=[O:19])=[CH:16][CH:15]=1)([CH3:13])([CH3:12])[CH3:11]>>[NH2:1][C:2]1[S:3][C:4]([C:7]([NH:27][C:22]2[C:21]([NH:20][C:18](=[O:19])[C:17]3[CH:28]=[CH:29][C:14]([C:10]([CH3:12])([CH3:11])[CH3:13])=[CH:15][CH:16]=3)=[CH:26][CH:25]=[CH:24][CH:23]=2)=[O:9])=[CH:5][N:6]=1. The yield is 12.7%. The reactants are NC=1SC(=CN1)C(=O)O (2-aminothiazole-5-carboxylic acid), C(C)(C)(C)C1=CC=C(C(=O)NC=2C(=CC=CC2)N)C=C1 (N1-(4-tert-butylbenzoyl)-1,2-benzenediamine). Starting materials: ClCCNCCCl, Clc1ccccc1Cl, Cl, CC1(C)C=C(c2c(N)cccc2F)CC(C)(C)C1. Yields the product CC1(C)C=C(c2c(F)cccc2N2CCNCC2)CC(C)(C)C1. RXN SMILES: [Cl:20][CH2:21][CH2:22][NH:23][CH2:24][CH2:25][Cl:26].[Cl:27][c:28]1[c:29]([Cl:30])[cH:31][cH:32][cH:33][cH:34]1.[ClH:19].[F:1][c:2]1[c:3]([C:9]2=[CH:10][C:11]([CH3:17])([CH3:18])[CH2:12][C:13]([CH3:15])([CH3:16])[CH2:14]2)[c:4]([NH2:8])[cH:5][cH:6][cH:7]1>>[F:1][c:2]1[c:3]([C:9]2=[CH:10][C:11]([CH3:17])([CH3:18])[CH2:12][C:13]([CH3:15])([CH3:16])[CH2:14]2)[c:4]([N:8]2[CH2:21][CH2:22][NH:23][CH2:24][CH2:25]2)[cH:5][cH:6][cH:7]1. The reactants are C1(=CC=CC=C1)C1(CCNCC1)C1=CC=CC=C1 (4,4-diphenylpiperidine), C(C1=CC=CC=C1)N1N=C(C=C1)C=O (1-Benzyl-1H-pyrazole-3-carbaldehyde), C(#N)[BH3-].[Na+] (sodium cyanoborohydride). Solvent: C(C)O (ethanol), C(C)O (ethanol). Run at time 16 hour. The product is C(C1=CC=CC=C1)N1N=C(C=C1)CN1CCC(CC1)(C1=CC=CC=C1)C1=CC=CC=C1 (1-[(1-Benzyl-1H-pyrazol-3-yl)methyl]-4,4-diphenylpiperidine). RXN SMILES: [CH2:1]([N:8]1[CH:12]=[CH:11][C:10]([CH:13]=O)=[N:9]1)[C:2]1[CH:7]=[CH:6][CH:5]=[CH:4][CH:3]=1.[C:15]1([C:21]2([C:27]3[CH:32]=[CH:31][CH:30]=[CH:29][CH:28]=3)[CH2:26][CH2:25][NH:24][CH2:23][CH2:22]2)[CH:20]=[CH:19][CH:18]=[CH:17][CH:16]=1.C([BH3-])#N.[Na+]>C(O)C>[CH2:1]([N:8]1[CH:12]=[CH:11][C:10]([CH2:13][N:24]2[CH2:25][CH2:26][C:21]([C:15]3[CH:20]=[CH:19][CH:18]=[CH:17][CH:16]=3)([C:27]3[CH:32]=[CH:31][CH:30]=[CH:29][CH:28]=3)[CH2:22][CH2:23]2)=[N:9]1)[C:2]1[CH:7]=[CH:6][CH:5]=[CH:4][CH:3]=1 |f:2.3|. Procedure details: The product from step (a) (0.17 g) was dissolved in ethanol (3 ml) and a solution of 4,4-diphenylpiperidine (0.118 g) in ethanol (1 ml) added. A solution of sodium cyanoborohydride (1.0 M in tetrahydrofuran, 3.0 ml) was added and the solution stirred at room temperature for 16 hours. Silica gel was added, the solvent removed by evaporation and the crude material purified by chromatography (dichloromethane:methanol, 100:0 to 95:5) to give the product as an oil. Further purification by supercritic...